Dataset: the Open Reaction Database (ORD), a public repository of structured organic reaction records. Task: describe an organic reaction: reactants, conditions, products, and yield Reactants: C(C)O (ethanol), product, 1,1-dimethylethyl ester, OCC1C2=C(N(C1)C(=O)O)C=C(C=1NC=C(C12)C)OCC1=CC=CC=C1 (1-(hydroxymethyl)-1,6-dihydro-8-methyl-5-(phenylmethoxy)-benzo[1,2-b:4,3-b']dipyrrole-3(2H)-carboxylic acid). The reagents and catalysts are [Pd] (palladium on carbon). The solvent is C1CCOC1 (THF). Product: 1,1-dimethylethyl ester, OCC1C2=C(N(C1)C(=O)O)C=C(C=1NC=C(C12)C)O (1-(hydroxymethyl)-1,6-dihydro-8-methyl-5-hydroxy-benzo[1,2-b:4,3-b']dipyrrole-3(2H)-carboxylic acid). Reaction SMILES: [OH:1][CH2:2][CH:3]1[CH2:7][N:6]([C:8]([OH:10])=[O:9])[C:5]2[CH:11]=[C:12]([O:19]CC3C=CC=CC=3)[C:13]3[NH:14][CH:15]=[C:16]([CH3:18])[C:17]=3[C:4]1=2.C(O)C>C1COCC1.[Pd]>[OH:1][CH2:2][CH:3]1[CH2:7][N:6]([C:8]([OH:10])=[O:9])[C:5]2[CH:11]=[C:12]([OH:19])[C:13]3[NH:14][CH:15]=[C:16]([CH3:18])[C:17]=3[C:4]1=2. Procedure details: 242 mg (0.59 mM) of the product of step 2, 1,1-dimethylethyl ester of 1-(hydroxymethyl)-1,6-dihydro-8-methyl-5-(phenylmethoxy)-benzo[1,2-b:4,3-b']dipyrrole-3(2H)-carboxylic acid, is dissolved in distilled THF (2.4 ml) and absolute ethanol (25 ml). The compound is hydrogenalized over 10% palladium on carbon (192 mg) at 42 PSI for 50 minutes. The reaction is filtered through diatomaceous earth, washing with absolute ethanol. Evaporation yields compound 4, 1,1-dimethylethyl ester of 1-(hydroxymethy...